Dataset: the Open Reaction Database (ORD), a public repository of structured organic reaction records. Task: describe an organic reaction: reactants, conditions, products, and yield Starting materials: [Si](C)(C)(C(C)(C)C)O[C@@H]1C=C2C=C[C@@H]([C@@H]([C@H]2[C@H](C1)OC(C(CC)OC1=CC=CC=C1)=O)CC[C@@H]1C[C@H](CC(O1)=O)O[Si](C)(C)C(C)(C)C)C ((4R,6R)-6-([1S,2S,6S,8S,8aR]-2-{1,2,6,7,8,8a-Hexahydro-6-t-butyldimethylsilyloxy-8-[(2RS)-2-phenoxybutyryloxy]-2-methyl-1-naphthyl}ethyl)tetrahydro-4-t-butyldimethylsilyloxy-2H-pyran-2-one), solution, [F-].C(CCC)[N+](CCCC)(CCCC)CCCC (tetrabutylammonium fluoride). Solvent: O1CCCC1 (tetrahydrofuran). Yields the product O[C@@H]1C=C2C=C[C@@H]([C@@H]([C@H]2[C@H](C1)OC(C(CC)OC1=CC=CC=C1)=O)CC[C@@H]1C[C@H](CC(O1)=O)O)C ((4R,6R)-6-([1S,2S,6S,8S,8aR]-2-{1,2,6,7,8,8a-Hexahydro-6-hydroxy-8-[(2RS)-2-phenoxybutyryloxy]-2-methyl-1-naphthyl}ethyl)tetrahydro-4-hydroxy-2H-pyran-2-one). The yield is 38.8%. RXN SMILES: [Si]([O:8][C@H:9]1[CH2:18][C@H:17]([O:19][C:20](=[O:31])[CH:21]([O:24][C:25]2[CH:30]=[CH:29][CH:28]=[CH:27][CH:26]=2)[CH2:22][CH3:23])[C@H:16]2[C:11]([CH:12]=[CH:13][C@H:14]([CH3:49])[C@@H:15]2[CH2:32][CH2:33][C@H:34]2[O:39][C:38](=[O:40])[CH2:37][C@H:36]([O:41][Si](C(C)(C)C)(C)C)[CH2:35]2)=[CH:10]1)(C(C)(C)C)(C)C.[F-].C([N+](CCCC)(CCCC)CCCC)CCC>O1CCCC1>[OH:8][C@H:9]1[CH2:18][C@H:17]([O:19][C:20](=[O:31])[CH:21]([O:24][C:25]2[CH:30]=[CH:29][CH:28]=[CH:27][CH:26]=2)[CH2:22][CH3:23])[C@H:16]2[C:11]([CH:12]=[CH:13][C@H:14]([CH3:49])[C@@H:15]2[CH2:32][CH2:33][C@H:34]2[O:39][C:38](=[O:40])[CH2:37][C@H:36]([OH:41])[CH2:35]2)=[CH:10]1 |f:1.2|. Reported procedure: A procedure similar to that described in Example above, was followed, but using 1.10 g of (4R,6R)-6-([1S,2S,6S,8S,8aR]-2-{1,2,6,7,8,8a-hexahydro-6-t-butyldimethylsilyloxy-8-[(2RS)-2-phenoxybutyryloxy]-2-methyl-1-naphthyl}ethyl)tetrahydro-4-t-butyldimethylsilyloxy-2H-pyran-2-one [prepared as described in Example 37, above] and 37.7 ml of a 1.0 molar solution of tetrabutylammonium fluoride in tetrahydrofuran, to give 0.29 g of the title compound as whitecrystals, melting at between 120° and 122° C... The reactants are C[Si](C)(C)[N-][Si](C)(C)C, CN(C)C=O, [Cl-], COc1cc2c(Cl)ncnc2cc1OCCCCCl, COCC#Cc1cc(Cl)c(N)c2c1OCO2, [NH4+], [Na+], C1CCOC1. Reaction SMILES: [CH3:1][Si:2]([N-:3][Si:4]([CH3:5])([CH3:6])[CH3:7])([CH3:8])[CH3:9].[CH3:53][N:54]([CH3:55])[CH:56]=[O:57].[Cl-:51].[Cl:16][c:17]1[n:18][cH:19][n:20][c:21]2[cH:22][c:23]([O:29][CH2:30][CH2:31][CH2:32][CH2:33][Cl:34])[c:24]([O:27][CH3:28])[cH:25][c:26]12.[Cl:35][c:36]1[c:37]([NH2:50])[c:38]2[c:39]([c:43]([C:45]#[C:46][CH2:47][O:48][CH3:49])[cH:44]1)[O:40][CH2:41][O:42]2.[NH4+:52].[Na+:10].[O:11]1[CH2:12][CH2:13][CH2:14][CH2:15]1>>[c:17]1([NH:50][c:37]2[c:36]([Cl:35])[cH:44][c:43]([C:45]#[C:46][CH2:47][O:48][CH3:49])[c:39]3[c:38]2[O:42][CH2:41][O:40]3)[n:18][cH:19][n:20][c:21]2[cH:22][c:23]([O:29][CH2:30][CH2:31][CH2:32][CH2:33][Cl:34])[c:24]([O:27][CH3:28])[cH:25][c:26]12. The product is COCC#Cc1cc(Cl)c(Nc2ncnc3cc(OCCCCCl)c(OC)cc23)c2c1OCO2.